Dataset: the Open Reaction Database (ORD), a public repository of structured organic reaction records. Task: describe an organic reaction: reactants, conditions, products, and yield Reactants: C(C1=CC=CC=C1)OCCCC(=O)O (4-(Benzyloxy)butanoic acid), NC1=NC=CC=C1N (2,3-diaminopyridine), N (ammonia). Product: C(C1=CC=CC=C1)OCCCC1=NC=2C(=NC=CC2)N1 (2-[3-(benzyloxy)propyl]-3H-imidazo[4,5-b]pyridine). Isolated yield 86.0%. RXN SMILES: [CH2:1]([O:8][CH2:9][CH2:10][CH2:11][C:12](O)=O)[C:2]1[CH:7]=[CH:6][CH:5]=[CH:4][CH:3]=1.[NH2:15][C:16]1[C:21]([NH2:22])=[CH:20][CH:19]=[CH:18][N:17]=1.N>>[CH2:1]([O:8][CH2:9][CH2:10][CH2:11][C:12]1[NH:15][C:16]2=[N:17][CH:18]=[CH:19][CH:20]=[C:21]2[N:22]=1)[C:2]1[CH:7]=[CH:6][CH:5]=[CH:4][CH:3]=1. Reported procedure: 4-(Benzyloxy)butanoic acid (5.0 g) and 2,3-diaminopyridine (1.12 g) were stirred at 150° C. for 10 hr. Under ice-cooling, to the reaction mixture was added concentrated aqueous ammonia, and the mixture was extracted with ethyl acetate. The organic layer was washed with saturated brine, dried over anhydrous sodium sulfate, and concentrated under reduced pressure. The residue was purified by silica gel column chromatography (ethyl acetate/hexane) to give the title compound (2.36 g). Starting materials: CC1=CC=2C3=C(N(C2C=C1)CC(O)C1=CC=NC=C1)CCNC3 (2-(8-methyl-1,2,3,4-tetrahydro-pyrido[4,3-b]indol-5-yl)-1-pyridin-4-yl-ethanol), C([O-])([O-])=O.[K+].[K+] (potassium carbonate), BrCC(C)O (1-bromopropan-2-ol). Run in C(C)#N (acetonitrile), O (water). Reaction conditions: temperature 100 celsius, time 2 hour. Yields the product OC(CN1C2=C(C=3C=C(C=CC13)C)CN(CC2)CC(C)O)C2=CC=NC=C2 (1-[5-(2-hydroxy-2-pyridin-4-yl-ethyl)-8-methyl-1,3,4,5-tetrahydro-pyrido[4,3-b]indol-2-yl]-propan-2-ol). RXN SMILES: [CH3:1][C:2]1[CH:10]=[CH:9][C:8]2[N:7]([CH2:11][CH:12]([C:14]3[CH:19]=[CH:18][N:17]=[CH:16][CH:15]=3)[OH:13])[C:6]3[CH2:20][CH2:21][NH:22][CH2:23][C:5]=3[C:4]=2[CH:3]=1.C(=O)([O-])[O-].[K+].[K+].Br[CH2:31][CH:32]([OH:34])[CH3:33]>C(#N)C.O>[OH:13][CH:12]([C:14]1[CH:19]=[CH:18][N:17]=[CH:16][CH:15]=1)[CH2:11][N:7]1[C:8]2[CH:9]=[CH:10][C:2]([CH3:1])=[CH:3][C:4]=2[C:5]2[CH2:23][N:22]([CH2:31][CH:32]([OH:34])[CH3:33])[CH2:21][CH2:20][C:6]1=2 |f:1.2.3|. Procedure: To a solution of 2-(8-methyl-1,2,3,4-tetrahydro-pyrido[4,3-b]indol-5-yl)-1-pyridin-4-yl-ethanol (200 mg, 0.651 mmol) in acetonitrile (4 mL), potassium carbonate (270 mg, 1.95 mmol) and 1-bromopropan-2-ol (135 mg, 0.977 mmol) were added and stirred the reaction mixture at 100° C. for 2 h. The reaction mixture was diluted with water (10 mL) and extracted with EtOAc (3×20 mL). The combined organic layer was dried over anhydrous sodium sulfate and concentrated under reduced pressure. The residue was... Starting materials: C(C1=CC=CC=C1)N1[C@@]2([C@](CC[C@H]1[C@@H](C2)S(=O)(=O)C2=CC=CC=C2)(O)\C=C(/I)\C2=C(C=CC(=C2)OC(F)(F)F)OC2CC2)C2=CC=CC=C2 ((1R*,2R*,5S*,6R*)-8-benzyl-2-[(Z)-2-(2-cyclopropyloxy-5-trifluoromethoxyphenyl)-2-iodoethenyl]-1-phenyl-6-phenylsulphonyl-8-azabicyclo[3.2.1]octan-2-ol), C1(=CC=CC=C1)P(CCCCP(C1=CC=CC=C1)C1=CC=CC=C1)C1=CC=CC=C1 (1,4-bis(diphenylphosphino)butane), C(C)N(C(C)C)C(C)C (ethyl di-iso-propyl amine), O1CCCC1 (tetrahydrofuran), C1(=CC=CC=C1)P(CCCCP(C1=CC=CC=C1)C1=CC=CC=C1)C1=CC=CC=C1 (1,4-bis(diphenylphosphino)butane). Reagents/catalysts: C=1C=CC(=CC1)/C=C/C(=O)/C=C/C2=CC=CC=C2.C=1C=CC(=CC1)/C=C/C(=O)/C=C/C2=CC=CC=C2.C=1C=CC(=CC1)/C=C/C(=O)/C=C/C2=CC=CC=C2.[Pd].[Pd] (Pd2(dba)3), C=1C=CC(=CC1)/C=C/C(=O)/C=C/C2=CC=CC=C2.C=1C=CC(=CC1)/C=C/C(=O)/C=C/C2=CC=CC=C2.C=1C=CC(=CC1)/C=C/C(=O)/C=C/C2=CC=CC=C2.[Pd].[Pd] (Pd2(dba)3). The solvent is C(C)(=O)OCC (ethyl acetate). Conditions: time 24 hour. The product is C(C1=CC=CC=C1)N1[C@]2(C[C@H]([C@@H]1CC[C@]21OC(C(=C1)C1=C(C=CC(=C1)OC(F)(F)F)OC1CC1)=O)S(=O)(=O)C1=CC=CC=C1)C1=CC=CC=C1 ((1R*,2R*,5S*,6R*)-8-Benzyl-4′-(2-cyclopropyloxy-5-trifluoromethoxyphenyl)-1-phenyl-6-phenylsulphonylspiro[8-azabicyclo[3.2.1]octane-2,2′(5′H)-furan]-5′-one). The yield is 58.0%. RXN SMILES: [CH2:1]([N:8]1[C@@H:13]2[C@H:14]([S:16]([C:19]3[CH:24]=[CH:23][CH:22]=[CH:21][CH:20]=3)(=[O:18])=[O:17])[CH2:15][C@@:9]1([C:44]1[CH:49]=[CH:48][CH:47]=[CH:46][CH:45]=1)[C@@:10](/[CH:26]=[C:27](/[C:29]1[CH:34]=[C:33]([O:35][C:36]([F:39])([F:38])[F:37])[CH:32]=[CH:31][C:30]=1[O:40][CH:41]1[CH2:43][CH2:42]1)\I)([OH:25])[CH2:11][CH2:12]2)[C:2]1[CH:7]=[CH:6][CH:5]=[CH:4][CH:3]=1.C1(P(C2C=CC=CC=2)CCCCP(C2C=CC=CC=2)C2C=CC=CC=2)C=CC=CC=1.C(N(C(C)C)C(C)C)C.[O:89]1CCC[CH2:90]1>C(OCC)(=O)C.C1C=CC(/C=C/C(/C=C/C2C=CC=CC=2)=O)=CC=1.C1C=CC(/C=C/C(/C=C/C2C=CC=CC=2)=O)=CC=1.C1C=CC(/C=C/C(/C=C/C2C=CC=CC=2)=O)=CC=1.[Pd].[Pd]>[CH2:1]([N:8]1[C@H:13]2[CH2:12][CH2:11][C@@:10]3([CH:26]=[C:27]([C:29]4[CH:34]=[C:33]([O:35][C:36]([F:38])([F:39])[F:37])[CH:32]=[CH:31][C:30]=4[O:40][CH:41]4[CH2:42][CH2:43]4)[C:90](=[O:89])[O:25]3)[C@:9]1([C:44]1[CH:45]=[CH:46][CH:47]=[CH:48][CH:49]=1)[CH2:15][C@H:14]2[S:16]([C:19]1[CH:20]=[CH:21][CH:22]=[CH:23][CH:24]=1)(=[O:17])=[O:18])[C:2]1[CH:7]=[CH:6][CH:5]=[CH:4][CH:3]=1 |f:5.6.7.8.9|. Procedure: A mixture of (1R*,2R*,5S*,6R*)-8-benzyl-2-[(Z)-2-(2-cyclopropyloxy-5-trifluoromethoxyphenyl)-2-iodoethenyl]-1-phenyl-6-phenylsulphonyl-8-azabicyclo[3.2.1]octan-2-ol (Description 9; 690 mg, 0.86 mmol), 1,4-bis(diphenylphosphino)butane (45 mg, 0.1 mmol), Pd2(dba)3 (140 mg, 1.5 mmol), ethyl di-iso-propyl amine (0.75 ml) and tetrahydrofuran (20 ml) was stirred under an atmosphere of carbon monoxide (1 atm) at +50° C. for 24 hours. Additional portion of 1,4-bis(diphenylphosphino)butane (45 mg, 0.1 mm... The reactants are O=Cc1ccccc1Br, Cc1cccc(-c2ccccc2Cl)n1. Product: Cc1cccc(-c2ccccc2Br)n1. As a reaction SMILES: [Br:15][c:16]1[cH:17][cH:18][cH:19][cH:20][c:21]1[CH:22]=[O:23].[Cl:1][c:2]1[c:3](-[c:8]2[cH:9][cH:10][cH:11][c:12]([CH3:14])[n:13]2)[cH:4][cH:5][cH:6][cH:7]1>>[c:2]1([Br:15])[c:3](-[c:8]2[cH:9][cH:10][cH:11][c:12]([CH3:14])[n:13]2)[cH:4][cH:5][cH:6][cH:7]1. The reactants are C(C)(C)(C)OC(=O)N1CC(CCC1)C(=O)O (1-(tert-butoxycarbonyl)-3-piperidinecarboxylic acid), C([O-])([O-])=O.[K+].[K+] (potassium carbonate), C(C=C)Br (allyl bromide), O (water). Solvent: CN(C=O)C (N,N-dimethylformamide). Run at time 3 hour. Yields the product C(C)(C)(C)OC(=O)N1CC(CCC1)C(=O)OCC=C (Piperidine-1,3-dicarboxylic acid 3-allyl ester 1-tert-butyl ester). RXN SMILES: [C:1]([O:5][C:6]([N:8]1[CH2:13][CH2:12][CH2:11][CH:10]([C:14]([OH:16])=[O:15])[CH2:9]1)=[O:7])([CH3:4])([CH3:3])[CH3:2].C(=O)([O-])[O-].[K+].[K+].[CH2:23](Br)[CH:24]=[CH2:25].O>CN(C)C=O>[C:1]([O:5][C:6]([N:8]1[CH2:13][CH2:12][CH2:11][CH:10]([C:14]([O:16][CH2:25][CH:24]=[CH2:23])=[O:15])[CH2:9]1)=[O:7])([CH3:4])([CH3:2])[CH3:3] |f:1.2.3|. Reported procedure: To a solution of 1-(tert-butoxycarbonyl)-3-piperidinecarboxylic acid (50.0 g) in N,N-dimethylformamide (500 ml) were added potassium carbonate (60.3 g) and allyl bromide (28.3 ml), and the mixture was stirred at room temperature for 3 hours. To the reaction mixture was added water (600 ml), and the mixture was extracted with ethyl acetate (600 ml). The organic layer was sequentially washed with water (600 ml) and saturated aqueous sodium chloride solution (400 ml). The separated aqueous layer wa... The reactants are CCCSc1cc(=O)n(CCC)c(=O)n1Cc1ccc(-c2ccccc2-c2nnnn2C(c2ccccc2)(c2ccccc2)c2ccccc2)cc1, O=C(OO)c1cccc(Cl)c1, ClCCl. Yields the product CCCn1c(=O)cc(S(=O)CCC)n(Cc2ccc(-c3ccccc3-c3nnnn3C(c3ccccc3)(c3ccccc3)c3ccccc3)cc2)c1=O. As a reaction SMILES: [CH2:1]([CH2:2][CH3:3])[n:4]1[c:5](=[O:52])[n:6]([CH2:15][c:16]2[cH:17][cH:18][c:19](-[c:22]3[c:23](-[c:28]4[n:29][n:30][n:31][n:32]4[C:33]([c:34]4[cH:35][cH:36][cH:37][cH:38][cH:39]4)([c:40]4[cH:41][cH:42][cH:43][cH:44][cH:45]4)[c:46]4[cH:47][cH:48][cH:49][cH:50][cH:51]4)[cH:24][cH:25][cH:26][cH:27]3)[cH:20][cH:21]2)[c:7]([S:11][CH2:12][CH2:13][CH3:14])[cH:8][c:9]1=[O:10].[Cl:53][c:54]1[cH:55][cH:56][cH:57][c:58]([C:59]([O:60][OH:62])=[O:61])[cH:63]1.[Cl:64][CH2:65][Cl:66]>>[CH2:1]([CH2:2][CH3:3])[n:4]1[c:5](=[O:52])[n:6]([CH2:15][c:16]2[cH:17][cH:18][c:19](-[c:22]3[c:23](-[c:28]4[n:29][n:30][n:31][n:32]4[C:33]([c:34]4[cH:35][cH:36][cH:37][cH:38][cH:39]4)([c:40]4[cH:41][cH:42][cH:43][cH:44][cH:45]4)[c:46]4[cH:47][cH:48][cH:49][cH:50][cH:51]4)[cH:24][cH:25][cH:26][cH:27]3)[cH:20][cH:21]2)[c:7]([S:11]([CH2:12][CH2:13][CH3:14])=[O:61])[cH:8][c:9]1=[O:10]. Yield: 78.6%. The solvent is C(Cl)(Cl)Cl (chloroform). Reaction SMILES: [CH3:1][C:2]1[O:3][C:4]([C:7]([F:10])([F:9])[F:8])=[CH:5][CH:6]=1.[Br:11]N1C(=O)CCC1=O.O>C(Cl)(Cl)Cl.N(C(C)(C)C#N)=NC(C)(C)C#N>[Br:11][CH2:1][C:2]1[O:3][C:4]([C:7]([F:10])([F:9])[F:8])=[CH:5][CH:6]=1. Product: BrCC=1OC(=CC1)C(F)(F)F (2-(bromomethyl)-5-(trifluoromethyl)furan). The reactants are O (water), CC=1OC(=CC1)C(F)(F)F (2-methyl-5-(trifluoromethyl)furan), BrN1C(CCC1=O)=O (N-bromosuccinimide). Reported procedure: To a solution of 2-methyl-5-(trifluoromethyl)furan (4 g, 26.6 mmol) in chloroform (60 ml) were added N-bromosuccinimide (5.2 g, 29.3 mmol) and 2,2′-azobis(isobutyronitrile) (220 mg, 1.33 mmol). The reaction solution was heated under reflux for 15 min. The reaction solution was cooled, poured into water (200 ml) and was extracted with chloroform. The extract was washed with water and saturated brine, dried over anhydrous magnesium sulfate and evaporated under reduced pressure to give 2-(bromometh... The reagents and catalysts are N(=NC(C#N)(C)C)C(C#N)(C)C (2,2′-azobis(isobutyronitrile)).